This data is from the Open Reaction Database (ORD), a public repository of structured organic reaction records. The task is: describe an organic reaction: reactants, conditions, products, and yield Reactants: COc1cc(Br)ccc1Cl, CC(=O)[O-], CC(=O)[O-], CC1CN(Cc2ccccc2)CCN1, CC(C)(C)[O-], Cc1ccccc1, [Na+], [Pd+2], c1ccc(P(c2ccccc2)c2ccc3ccccc3c2-c2c(P(c3ccccc3)c3ccccc3)ccc3ccccc23)cc1. Yields the product COc1cc(N2CCN(Cc3ccccc3)CC2C)ccc1Cl. RXN SMILES: [Br:1][c:2]1[cH:3][cH:4][c:5]([Cl:10])[c:6]([O:8][CH3:9])[cH:7]1.[C:84]([O-:85])(=[O:86])[CH3:87].[C:89]([O-:90])(=[O:91])[CH3:92].[CH2:11]([c:12]1[cH:13][cH:14][cH:15][cH:16][cH:17]1)[N:18]1[CH2:19][CH:20]([CH3:24])[NH:21][CH2:22][CH2:23]1.[CH3:71][C:72]([CH3:73])([O-:74])[CH3:75].[CH3:77][c:78]1[cH:79][cH:80][cH:81][cH:82][cH:83]1.[Na+:76].[Pd+2:88].[cH:25]1[cH:26][cH:27][c:28]([P:29]([c:30]2[cH:31][cH:32][c:33]3[c:34]([cH:35][cH:36][cH:37][cH:38]3)[c:39]2-[c:40]2[c:41]3[c:42]([cH:43][cH:44][cH:45][cH:46]3)[cH:47][cH:48][c:49]2[P:50]([c:51]2[cH:52][cH:53][cH:54][cH:55][cH:56]2)[c:57]2[cH:58][cH:59][cH:60][cH:61][cH:62]2)[c:63]2[cH:64][cH:65][cH:66][cH:67][cH:68]2)[cH:69][cH:70]1>>[c:2]1([N:21]2[CH:20]([CH3:24])[CH2:19][N:18]([CH2:11][c:12]3[cH:13][cH:14][cH:15][cH:16][cH:17]3)[CH2:23][CH2:22]2)[cH:3][cH:4][c:5]([Cl:10])[c:6]([O:8][CH3:9])[cH:7]1.